Dataset: the Open Reaction Database (ORD), a public repository of structured organic reaction records. Task: describe an organic reaction: reactants, conditions, products, and yield The reactants are CC1C(=C(C2=C1C1=CC=CC=C1C=1C=CC=CC21)C)[Si](Cl)(C)C ((1,3-dimethyl-1H-cyclopenta[l]phenanthrene-2-yl)dimethylchlorosilane), C(C)(C)(C)N (t-butylamine). The solvent is C(Cl)Cl (methylene chloride). Product: CC1C(=C(C2=C1C1=CC=CC=C1C=1C=CC=CC21)C)[Si](NC(C)(C)C)(C)C ((1,3-dimethyl-1H -cyclopenta[l]phenanthrene-2-yl)dimethyl(t-butylamino)silane). RXN SMILES: [CH3:1][CH:2]1[C:6]2[C:7]3[C:12]([C:13]4[CH:14]=[CH:15][CH:16]=[CH:17][C:18]=4[C:5]=2[C:4]([CH3:19])=[C:3]1[Si:20]([CH3:23])([CH3:22])Cl)=[CH:11][CH:10]=[CH:9][CH:8]=3.[C:24]([NH2:28])([CH3:27])([CH3:26])[CH3:25]>C(Cl)Cl>[CH3:1][CH:2]1[C:6]2[C:7]3[C:12]([C:13]4[CH:14]=[CH:15][CH:16]=[CH:17][C:18]=4[C:5]=2[C:4]([CH3:19])=[C:3]1[Si:20]([CH3:23])([CH3:22])[NH:28][C:24]([CH3:27])([CH3:26])[CH3:25])=[CH:11][CH:10]=[CH:9][CH:8]=3. Reported procedure: To a 500 ml round bottom flask containing 2.420 g (0.00718 mole) of (1,3-dimethyl-1H-cyclopenta[l]phenanthrene-2-yl)dimethylchlorosilane and 250 ml of methylene chloride was added 1.331 g (0.0180 mole) of t-butylamine. The reaction mixture was allowed to stir for several days, then filtered using diatomaceous earth filter aid (Celite™), washed twice with hexane. The product was isolated by removing residual solvent under reduced pressure. The isolated yield was 2.120 g (79.0 percent). 1H NMR ana... Starting materials: [F-].C(CCC)[N+](CCCC)(CCCC)CCCC (tetra-n-butylammonium fluoride), solution, C1(=CC=CC=C1)CC(C(=O)O[Si](C)(C)C(C)(C)C)(C)CC(=O)O (3-phenyl-2-methylcarboxymethylpropionic acid, t-butyldimethylsilyl ester). The solvent is O1CCCC1 (tetrahydrofuran), O1CCCC1 (tetrahydrofuran). Run at time 1 hour. Yields the product C1(=CC=CC=C1)CC(C(=O)O)(C)CC(=O)O (3-phenyl-2-methylcarboxymethylpropionic acid). Reaction SMILES: [C:1]1([CH2:7][C:8]([CH2:20][C:21]([OH:23])=[O:22])([CH3:19])[C:9]([O:11][Si](C(C)(C)C)(C)C)=[O:10])[CH:6]=[CH:5][CH:4]=[CH:3][CH:2]=1.[F-].C([N+](CCCC)(CCCC)CCCC)CCC>O1CCCC1>[C:1]1([CH2:7][C:8]([CH2:20][C:21]([OH:23])=[O:22])([CH3:19])[C:9]([OH:11])=[O:10])[CH:2]=[CH:3][CH:4]=[CH:5][CH:6]=1 |f:1.2|. Procedure details: Dissolve 3-phenyl-2-methylcarboxymethylpropionic acid, t-butyldimethylsilyl ester (3.07 g, 9.13 mmol) in tetrahydrofuran (11 mL) and place under an argon atmosphere. Add, by dropwise addition, tetra-n-butylammonium fluoride (11 mL of a 1M solution in tetrahydrofuran, 11 mmol). Stir for 1 hour at room temperature and partition between ethyl ether and water. Separate the organic phase, wash with saturated aqueous sodium chloride, dry (MgSO4), filter and evaporate the solvent in vacuo to give 3-phe...